Task: describe an organic reaction: reactants, conditions, products, and yield. Dataset: the Open Reaction Database (ORD), a public repository of structured organic reaction records Reactants: C(C1=CC=CC=C1)OC(=O)NCCC[C@H](NC(=O)OC(C)(C)C)C(=O)O ((S)-N5-(benzyloxycarbonyl)-N2-(tert-butyloxycarbonyl)-ornithine), CS(=O)(=O)Cl (methanesulphonyl chloride), Cl.C(#N)[C@H]1NCCC1 ((S)-2-cyano-pyrrolidine hydrochloride). Yields the product Cl.N[C@@H](CCCNS(=O)(=O)C)C(N1[C@@H](CCC1)C#N)=O (N-[(4S)-4-Amino-5-oxo-5-((2S)-2-cyano-1-pyrrolidinyl)-pentyl]-methanesulphonamide Hydrochloride). As a reaction SMILES: C(OC([NH:11][CH2:12][CH2:13][CH2:14][C@@H:15]([C:24](O)=[O:25])[NH:16]C(OC(C)(C)C)=O)=O)C1C=CC=CC=1.[CH3:27][S:28]([Cl:31])(=[O:30])=[O:29].Cl.[C:33]([C@@H:35]1[CH2:39][CH2:38][CH2:37][NH:36]1)#[N:34]>>[ClH:31].[NH2:16][C@H:15]([C:24](=[O:25])[N:36]1[CH2:37][CH2:38][CH2:39][C@H:35]1[C:33]#[N:34])[CH2:14][CH2:13][CH2:12][NH:11][S:28]([CH3:27])(=[O:30])=[O:29] |f:2.3,4.5|. Procedure details: Starting from (S)-N5-(benzyloxycarbonyl)-N2-(tert-butyloxycarbonyl)-ornithine, methanesulphonyl chloride and (S)-2-cyano-pyrrolidine hydrochloride, the expected product is obtained according to the procedure described in Example 3. Reactants: [H-].[Na+] (sodium hydride), CC1=CC=C(C=C1)C1CC(CC(C1)=O)=O (5-(4-methylphenyl)cyclohexane-1,3-dione), ClCC(C)=O (chloroacetone). The solvent is CN(C=O)C (dimethylformamide). Run at time 1 hour. The product is CC1=COC2=C1C(CC(C2)C2=CC=C(C=C2)C)=O (3-methyl-6-(4-methylphenyl)-4,5,6,7-tetrahydrobenzofuran-4-one). The yield is 21.5%. Reaction SMILES: [H-].[Na+].[CH3:3][C:4]1[CH:9]=[CH:8][C:7]([CH:10]2[CH2:15][C:14](=[O:16])[CH2:13][C:12](=[O:17])[CH2:11]2)=[CH:6][CH:5]=1.Cl[CH2:19][C:20](=O)[CH3:21]>CN(C)C=O>[CH3:21][C:20]1[C:13]2[C:14](=[O:16])[CH2:15][CH:10]([C:7]3[CH:6]=[CH:5][C:4]([CH3:3])=[CH:9][CH:8]=3)[CH2:11][C:12]=2[O:17][CH:19]=1 |f:0.1|. Reported procedure: In dimethylformamide (10 ml) was suspended 60% sodium hydride (0.44 g, washed with hexane thrice), and to the suspension were added 5-(4-methylphenyl)cyclohexane-1,3-dione (2.0 g) and chloroacetone (0.92 g). The mixture was stirred at room temperature for 1 hour and then at 150° C. for 13 hours. Under reduced pressure, the solvent was evaporated, and the residue was dissolved in ethyl acetate, water and saturated brine, dried with magnesium sulfate and concentrated under reduced pressure. The re... The reactants are C1(O)=CC(O)=CC=C1 (resorcinol), O1CCC(CC1)=CC(=O)O ((tetrahydropyran-4-yliden)acetic acid), OC1=C2C(CC(OC2=CC(=C1)O)(C)C)=O (5,7-Dihydroxy-2,2-dimethyl-4-oxochromane). Product: OC1=CC=C2C(CC3(CCOCC3)OC2=C1)=O (7-Hydroxy-4-oxo-spiro(chroman-2,4′-oxan)). As a reaction SMILES: [C:1]1([CH:8]=[CH:7][CH:6]=[C:4]([OH:5])[CH:3]=1)[OH:2].[O:9]1[CH2:14][CH2:13][C:12](=[CH:15][C:16](O)=[O:17])[CH2:11][CH2:10]1.OC1C=C(O)C=C2C=1C(=O)CC(C)(C)O2>>[OH:2][C:1]1[CH:3]=[C:4]2[C:6]([C:16](=[O:17])[CH2:15][C:12]3([O:5]2)[CH2:13][CH2:14][O:9][CH2:10][CH2:11]3)=[CH:7][CH:8]=1. Reported procedure: The subject compound was synthesized from resorcinol and (tetrahydropyran-4-yliden)acetic acid according to the method described in Example 42, (1).